describe an organic reaction: reactants, conditions, products, and yield From a dataset of the Open Reaction Database (ORD), a public repository of structured organic reaction records. Reactants: C(C1=CC=CC=C1)N(C1=CC=C(C=C1)B1OC(C(O1)(C)C)(C)C)C (N-benzyl-N-methyl-N-[4-(4,4,5,5-tetramethyl-1,3,2-dioxaborolan-2-yl)phenyl]amine), IC1=NN(C2=NC=NC(=C21)N)[C@@H]2CC[C@@H](CC2)N2CCN(CC2)C (cis-3-iodo-1-[4-(4-methylpiperazino)-cyclohexyl]-1H-pyrazolo[3,4-d]pyrimidin-4-amine), tetrakis-(triphenylphosphine)palladium, O.C([O-])([O-])=O.[Na+].[Na+] (sodium carbonate monohydrate). The solvent is COCCOC (ethylene glycol dimethyl ether), O (water). Yields the product C(C)(=O)O.C(C)(=O)O.C(C1=CC=CC=C1)N(C1=CC=C(C=C1)C1=NN(C2=NC=NC(=C21)N)[C@@H]2CC[C@@H](CC2)N2CCN(CC2)C)C (cis-3-{4-[benzyl(methyl)amino]phenyl}-1-[4-(4-methylpiperazino)cyclohexyl]-1H-pyrazolo[3,4-d]pyrimidin-4-amine diacetate). Isolated yield 93.6%. Reaction SMILES: [CH2:1]([N:8]([CH3:24])[C:9]1[CH:14]=[CH:13][C:12](B2[O:19][C:18]([CH3:21])(C)C(C)(C)O2)=[CH:11][CH:10]=1)[C:2]1[CH:7]=[CH:6][CH:5]=[CH:4][CH:3]=1.I[C:26]1[C:34]2[C:29](=[N:30][CH:31]=[N:32][C:33]=2[NH2:35])[N:28]([C@H:36]2[CH2:41][CH2:40][C@@H:39]([N:42]3[CH2:47][CH2:46][N:45]([CH3:48])[CH2:44][CH2:43]3)[CH2:38][CH2:37]2)[N:27]=1.O.[C:50](=[O:53])([O-])[O-:51].[Na+].[Na+]>COCCOC.O>[C:18]([OH:51])(=[O:19])[CH3:21].[C:50]([OH:51])(=[O:53])[CH3:1].[CH2:1]([N:8]([CH3:24])[C:9]1[CH:10]=[CH:11][C:12]([C:26]2[C:34]3[C:29](=[N:30][CH:31]=[N:32][C:33]=3[NH2:35])[N:28]([C@H:36]3[CH2:37][CH2:38][C@@H:39]([N:42]4[CH2:43][CH2:44][N:45]([CH3:48])[CH2:46][CH2:47]4)[CH2:40][CH2:41]3)[N:27]=2)=[CH:13][CH:14]=1)[C:2]1[CH:3]=[CH:4][CH:5]=[CH:6][CH:7]=1 |f:2.3.4.5,8.9.10|. Reported procedure: A mixture of N-benzyl-N-methyl-N-[4-(4,4,5,5-tetramethyl-1,3,2-dioxaborolan-2-yl)phenyl]amine (0.076 g, 0.000235 mol), cis-3-iodo-1-[4-(4-methylpiperazino)-cyclohexyl]-1H-pyrazolo[3,4-d]pyrimidin-4-amine (0.080 g, 0.000181 mol), tetrakis-(triphenylphosphine)palladium (0.012 g, 0.000011 mol) and sodium carbonate monohydrate (0.056 g, 0.00045 mol) was heated in a mixture of ethylene glycol dimethyl ether (5 mL) and water (3 mL) at 80° C. for sixteen hours under an atmosphere of nitrogen. The mixtu... Reactants: C(C1=CC=CC=C1)OCC=1N(C(=C(N1)C(C)C)SC1=CC(=CC(=C1)Cl)Cl)CC(C)(C)O (2-benzyloxymethyl-5-(3,5-dichlorophenylthio)-1-(2-hydroxy-2-methylpropyl)-4-isopropyl-1H-imidazole), C(=O)(O)[O-].[Na+] (NaHCO3). The solvent is Cl (hydrochloric acid). Run at temperature 110 celsius. Yields the product ClC=1C=C(C=C(C1)Cl)SC1=C(N=C(N1CC(C)(C)O)CO)C(C)C (5-(3,5-dichlorophenylthio)-2-hydroxymethyl-1-(2-hydroxy-2-methylpropyl)-4-isopropyl-1H-imidazole). The yield is 52.8%. RXN SMILES: C([O:8][CH2:9][C:10]1[N:11]([CH2:27][C:28]([OH:31])([CH3:30])[CH3:29])[C:12]([S:18][C:19]2[CH:24]=[C:23]([Cl:25])[CH:22]=[C:21]([Cl:26])[CH:20]=2)=[C:13]([CH:15]([CH3:17])[CH3:16])[N:14]=1)C1C=CC=CC=1.C([O-])(O)=O.[Na+]>Cl>[Cl:26][C:21]1[CH:20]=[C:19]([S:18][C:12]2[N:11]([CH2:27][C:28]([OH:31])([CH3:29])[CH3:30])[C:10]([CH2:9][OH:8])=[N:14][C:13]=2[CH:15]([CH3:17])[CH3:16])[CH:24]=[C:23]([Cl:25])[CH:22]=1 |f:1.2|. Procedure: In 2 ml of concentrated hydrochloric acid was dissolved 350 mg (0.73 mmol) of the benzyl compound (140b) and the solution was stirred under heating at 110° C. for 3 hours. To this reaction mixture was added a saturated aqueous solution of NaHCO3 and the solvent was distilled off under reduced pressure. The residue was extracted with ethyl acetate and the extract was washed with water and dried. The solvent was then distilled off and the residue was purified by silica gel column chromatography (e... Reactants: CC(C)(C)OC(=O)NC1CCNC1, ClCc1ccc(Cl)cc1, CN(C)C=O. The product is CC(C)(C)OC(=O)NC1CCN(Cc2ccc(Cl)cc2)C1. As a reaction SMILES: [C:10]([CH3:11])([CH3:12])([CH3:13])[O:14][C:15](=[O:16])[NH:17][CH:18]1[CH2:19][NH:20][CH2:21][CH2:22]1.[Cl:1][c:2]1[cH:3][cH:4][c:5]([CH2:6][Cl:7])[cH:8][cH:9]1.[O:23]=[CH:24][N:25]([CH3:26])[CH3:27]>>[Cl:1][c:2]1[cH:3][cH:4][c:5]([CH2:6][N:20]2[CH2:19][CH:18]([NH:17][C:15]([O:14][C:10]([CH3:11])([CH3:12])[CH3:13])=[O:16])[CH2:22][CH2:21]2)[cH:8][cH:9]1. Starting materials: C(C)OC(=O)C=1OC2=C(C1)C=C(C=C2C)C(CC)(CC)C2=CC(=C(C=C2)OCC(C(C)(C)C)=O)C (5-{1-[4-(3,3-dimethyl-2-oxo-butoxy)-3-methyl-phenyl]-1-ethyl-propyl}-7-methyl-benzofuran-2-carboxylic acid ethyl ester), B(F)(F)F.CCOCC (BF3 Et2O). Run in C(CO)O (ethylene glycol). Conditions: temperature 80 celsius, time 3 hour. Product: C(C)(C)(C)C1(OCCO1)COC1=C(C=C(C=C1)C(CC)(CC)C=1C=C(C2=C(C=C(O2)C(=O)O)C1)C)C (5-{1-[4-(2-tert-Butyl-[1,3]dioxolan-2-ylmethoxy)-3-methyl-phenyl]-1-ethylpropyl}-7-methyl-benzofuran-2-carboxylic acid). Isolated yield 99.0%. RXN SMILES: C([O:3][C:4]([C:6]1[O:7][C:8]2[C:14]([CH3:15])=[CH:13][C:12]([C:16]([C:21]3[CH:26]=[CH:25][C:24]([O:27][CH2:28][C:29](=[O:34])[C:30]([CH3:33])([CH3:32])[CH3:31])=[C:23]([CH3:35])[CH:22]=3)([CH2:19][CH3:20])[CH2:17][CH3:18])=[CH:11][C:9]=2[CH:10]=1)=[O:5])C.B(F)(F)F.[CH3:40][CH2:41][O:42]CC>C(O)CO>[C:30]([C:29]1([CH2:28][O:27][C:24]2[CH:25]=[CH:26][C:21]([C:16]([C:12]3[CH:13]=[C:14]([CH3:15])[C:8]4[O:7][C:6]([C:4]([OH:3])=[O:5])=[CH:10][C:9]=4[CH:11]=3)([CH2:19][CH3:20])[CH2:17][CH3:18])=[CH:22][C:23]=2[CH3:35])[O:34][CH2:40][CH2:41][O:42]1)([CH3:31])([CH3:33])[CH3:32] |f:1.2|. Reported procedure: A solution of 5-{1-[4-(3,3-dimethyl-2-oxo-butoxy)-3-methyl-phenyl]-1-ethyl-propyl}-7-methyl-benzofuran-2-carboxylic acid ethyl ester (506 mg, 1.06 mmol) in ethylene glycol (5.0 mL) is treated with BF3-Et2O (3.0 ml). The reaction mixture is heated to 80° C. and stirred for 3 h. The reaction is quenched with water (20 mL) and extracted with CH2Cl2 (30×2 mL). The organic layer is dried over Na2SO4, concentrated, purified on column chromatography (8% EtOAc/Hex) to afford the title compound (550 mg, ... Starting materials: CC(=O)OC(C)=O, CC(C)CC(=O)OC1(C(=O)CO)CCC2C3CC(C)C4=CC(=O)C=CC4(C)C3C(O)CC21C, c1ccncc1. The product is CC(=O)OCC(=O)C1(OC(=O)CC(C)C)CCC2C3CC(C)C4=CC(=O)C=CC4(C)C3C(O)CC21C. RXN SMILES: [CH3:34][C:35](=[O:36])[O:37][C:38](=[O:39])[CH3:40].[OH:1][CH:2]1[CH:3]2[C:4]3([CH3:33])[CH:5]=[CH:6][C:7](=[O:32])[CH:8]=[C:9]3[CH:10]([CH3:31])[CH2:11][CH:12]2[CH:13]2[CH2:14][CH2:15][C:16]([C:17]([CH2:18][OH:19])=[O:20])([O:24][C:25]([CH2:26][CH:27]([CH3:28])[CH3:29])=[O:30])[C:21]2([CH3:23])[CH2:22]1.[cH:41]1[cH:42][cH:43][n:44][cH:45][cH:46]1>>[OH:1][CH:2]1[CH:3]2[C:4]3([CH3:33])[CH:5]=[CH:6][C:7](=[O:32])[CH:8]=[C:9]3[CH:10]([CH3:31])[CH2:11][CH:12]2[CH:13]2[CH2:14][CH2:15][C:16]([C:17]([CH2:18][O:19][C:35]([CH3:34])=[O:36])=[O:20])([O:24][C:25]([CH2:26][CH:27]([CH3:28])[CH3:29])=[O:30])[C:21]2([CH3:23])[CH2:22]1. Starting materials: N1=CC=C(C=C1)NC(OC1=CC=CC=C1)=O (phenyl pyridin-4-ylcarbamate), NC=1C=C(CN2CCN(CC2)CC2=CC=C(C=C2)C(C(F)(F)F)(C(F)(F)F)O)C=CC1 (2-(4-((4-(3-aminobenzyl)piperazin-1-yl)methyl)phenyl)-1,1,1,3,3,3-hexafluoropropan-2-ol). The solvent is O1CCOCC1 (dioxane). Reaction conditions: temperature 100 celsius. Product: FC(C(C(F)(F)F)(O)C1=CC=C(CN2CCN(CC2)CC=2C=C(C=CC2)NC(=O)NC2=CC=NC=C2)C=C1)(F)F (1-(3-((4-(4-(1,1,1,3,3,3-Hexafluoro-2-hydroxypropan-2-yl)benzyl)piperazin-1-yl)methyl)phenyl)-3-(pyridin-4-yl)urea). The yield is 22.5%. Reaction SMILES: [N:1]1[CH:6]=[CH:5][C:4]([NH:7][C:8](=[O:16])OC2C=CC=CC=2)=[CH:3][CH:2]=1.[NH2:17][C:18]1[CH:19]=[C:20]([CH:45]=[CH:46][CH:47]=1)[CH2:21][N:22]1[CH2:27][CH2:26][N:25]([CH2:28][C:29]2[CH:34]=[CH:33][C:32]([C:35]([OH:44])([C:40]([F:43])([F:42])[F:41])[C:36]([F:39])([F:38])[F:37])=[CH:31][CH:30]=2)[CH2:24][CH2:23]1>O1CCOCC1>[F:38][C:36]([F:37])([F:39])[C:35]([C:32]1[CH:33]=[CH:34][C:29]([CH2:28][N:25]2[CH2:24][CH2:23][N:22]([CH2:21][C:20]3[CH:19]=[C:18]([NH:17][C:8]([NH:7][C:4]4[CH:3]=[CH:2][N:1]=[CH:6][CH:5]=4)=[O:16])[CH:47]=[CH:46][CH:45]=3)[CH2:27][CH2:26]2)=[CH:30][CH:31]=1)([OH:44])[C:40]([F:43])([F:42])[F:41]. Reported procedure: A mixture of phenyl pyridin-4-ylcarbamate (1.173 mmol, 251 mg) and 2-(4-((4-(3-aminobenzyl)piperazin-1-yl)methyl)phenyl)-1,1,1,3,3,3-hexafluoropropan-2-ol (0.782 mmol, 350 mg) in dioxane was heated in a Reactivial at 100° C. for 3 days. The reaction was then concentrated under reduced pressure. Chromatography on silica eluting with a gradient of dichloromethane to dichloromethane/methanol gave the title compound (100 mg). MS (ESI) m/z 568.5 [M+H]+ RXN SMILES: [Br-:13].[Br:14][CH2:15][c:16]1[c:17]([C:22]#[N:23])[cH:18][cH:19][cH:20][cH:21]1.[Cl:1][c:2]1[cH:3][c:4](=[O:9])[nH:5][c:6](=[O:8])[nH:7]1.[H-:10].[Li+:12].[Na+:11].[O:24]=[CH:25][N:26]([CH3:27])[CH3:28]>>[Cl:1][c:2]1[cH:3][c:4](=[O:9])[nH:5][c:6](=[O:8])[n:7]1[CH2:15][c:16]1[c:17]([C:22]#[N:23])[cH:18][cH:19][cH:20][cH:21]1. The reactants are [Br-], N#Cc1ccccc1CBr, O=c1cc(Cl)[nH]c(=O)[nH]1, [H-], [Li+], [Na+], CN(C)C=O. The product is N#Cc1ccccc1Cn1c(Cl)cc(=O)[nH]c1=O.